This data is from the Open Reaction Database (ORD), a public repository of structured organic reaction records. The task is: describe an organic reaction: reactants, conditions, products, and yield Starting materials: isopropyl- and butyl-chloroglyoxylate-2-(2,4,6-trichlorophenyl)hydrazone, ClC1=C(C(=CC(=C1)Cl)Cl)NN=C(C(=O)OCC)Cl (ethyl chloroglyoxylate 2-(2,4,6-trichlorophenyl)hydrazone), ClC(C(=O)OC)(N=NC1=C(C=C(C=C1Cl)Cl)Cl)Cl (methyl dichloro[(2,4,6-trichlorophenyl)azo]acetate). The product is ClC(C(=O)OCC)(N=NC1=C(C=C(C=C1Cl)Cl)Cl)Cl (Ethyl Dichloro[(2,4,6-Trichlorophenyl)azo]acetate). Reaction SMILES: [Cl:1][C:2]1[CH:7]=[C:6]([Cl:8])[CH:5]=[C:4]([Cl:9])[C:3]=1[NH:10][N:11]=[C:12]([Cl:18])[C:13]([O:15][CH2:16][CH3:17])=[O:14].[Cl:19]C(Cl)(N=NC1C(Cl)=CC(Cl)=CC=1Cl)C(OC)=O>>[Cl:18][C:12]([Cl:19])([N:11]=[N:10][C:3]1[C:2]([Cl:1])=[CH:7][C:6]([Cl:8])=[CH:5][C:4]=1[Cl:9])[C:13]([O:15][CH2:16][CH3:17])=[O:14]. Reported procedure: Following the same procedure but substituting methyl-, isopropyl- and butyl-chloroglyoxylate-2-(2,4,6-trichlorophenyl)hydrazone for ethyl chloroglyoxylate 2-(2,4,6-trichlorophenyl)hydrazone there were prepared methyl dichloro[(2,4,6-trichlorophenyl)azo]acetate, Reactants: BrCC1CC1, C=CCC1CC(c2cccc(Cl)c2)C(c2ccc(Cl)cc2)N(C(CC)CO)C1=O, [H-], [Na+], CN(C)C=O. Yields the product C=CCC1CC(c2cccc(Cl)c2)C(c2ccc(Cl)cc2)N(C(CC)COCC2CC2)C1=O. As a reaction SMILES: [Br:32][CH2:33][CH:34]1[CH2:35][CH2:36]1.[CH2:1]([CH:2]=[CH2:3])[CH:4]1[C:5](=[O:29])[N:6]([CH:24]([CH2:25][OH:26])[CH2:27][CH3:28])[CH:7]([c:17]2[cH:18][cH:19][c:20]([Cl:23])[cH:21][cH:22]2)[CH:8]([c:10]2[cH:11][c:12]([Cl:16])[cH:13][cH:14][cH:15]2)[CH2:9]1.[H-:30].[Na+:31].[O:37]=[CH:38][N:39]([CH3:40])[CH3:41]>>[CH2:1]([CH:2]=[CH2:3])[CH:4]1[C:5](=[O:29])[N:6]([CH:24]([CH2:25][O:26][CH2:33][CH:34]2[CH2:35][CH2:36]2)[CH2:27][CH3:28])[CH:7]([c:17]2[cH:18][cH:19][c:20]([Cl:23])[cH:21][cH:22]2)[CH:8]([c:10]2[cH:11][c:12]([Cl:16])[cH:13][cH:14][cH:15]2)[CH2:9]1. Reactants: COC(CN1C(=C(C2=CC(=CC=C12)F)CC1=C(C=CC=C1)S(=O)(=O)O)C)=O ([5-fluoro-2-methyl-3-(2-sulfobenzyl)indol-1-yl]acetic acid methyl ester), ClCCl (dichloromethane), P(Cl)(Cl)(Cl)(Cl)Cl (phosphorus pentachloride). RXN SMILES: [CH3:1][O:2][C:3](=[O:27])[CH2:4][N:5]1[C:13]2[C:8](=[CH:9][C:10]([F:14])=[CH:11][CH:12]=2)[C:7]([CH2:15][C:16]2[CH:21]=[CH:20][CH:19]=[CH:18][C:17]=2[S:22](O)(=[O:24])=[O:23])=[C:6]1[CH3:26].[Cl:28]CCl.P(Cl)(Cl)(Cl)(Cl)Cl>CN(C)C=O>[CH3:1][O:2][C:3](=[O:27])[CH2:4][N:5]1[C:13]2[C:8](=[CH:9][C:10]([F:14])=[CH:11][CH:12]=2)[C:7]([CH2:15][C:16]2[CH:21]=[CH:20][CH:19]=[CH:18][C:17]=2[S:22]([Cl:28])(=[O:24])=[O:23])=[C:6]1[CH3:26]. Reported procedure: A mixture of [5-fluoro-2-methyl-3-(2-sulfobenzyl)indol-1-yl]acetic acid methyl ester (0.30 g) and dichloromethane (1.5 mL) was treated portion wise with phosphorus pentachloride (0.15 g), followed by N,N-dimethylformamide (0.070 mL), and the resulting mixture was heated at reflux overnight. The mixture was cooled to room temperature, concentrated under reduced pressure and diluted with dichloromethane. The mixture was washed with water, dried over magnesium sulfate and concentrated under reduced... Solvent: CN(C=O)C (N,N-dimethylformamide). The product is COC(CN1C(=C(C2=CC(=CC=C12)F)CC1=C(C=CC=C1)S(=O)(=O)Cl)C)=O ([3-(2-chlorosulfonylbenzyl)-5-fluoro-2-methylindol-1-yl]acetic acid methyl ester).